From a dataset of the Open Reaction Database (ORD), a public repository of structured organic reaction records. describe an organic reaction: reactants, conditions, products, and yield Reactants: COc1cc2[nH]ccc(=O)c2cc1NC(=O)OCc1ccccc1, CN(C)C=O, O=S(Cl)Cl. Product: COc1cc2nccc(Cl)c2cc1NC(=O)OCc1ccccc1. As a reaction SMILES: [CH2:1]([c:2]1[cH:3][cH:4][cH:5][cH:6][cH:7]1)[O:8][C:9]([NH:10][c:11]1[cH:12][c:13]2[c:14](=[O:23])[cH:15][cH:16][nH:17][c:18]2[cH:19][c:20]1[O:21][CH3:22])=[O:24].[CH3:29][N:30]([CH3:31])[CH:32]=[O:33].[S:25]([Cl:26])([Cl:27])=[O:28]>>[CH2:1]([c:2]1[cH:3][cH:4][cH:5][cH:6][cH:7]1)[O:8][C:9]([NH:10][c:11]1[cH:12][c:13]2[c:14]([Cl:27])[cH:15][cH:16][n:17][c:18]2[cH:19][c:20]1[O:21][CH3:22])=[O:24].